Dataset: the Open Reaction Database (ORD), a public repository of structured organic reaction records. Task: describe an organic reaction: reactants, conditions, products, and yield Starting materials: C(C1=CC=CC=C1)(=O)CC(=O)C (1-benzoylacetone), COC(N(C)C)OC (dimethylformamide dimethylacetal). Run at time 8 hour. The product is CN(C(=CC1=CC=CC=C1)C=C)C (2-(dimethyl-amino)-1-phenyl-1,3-butanediene). Yield: 78.0%. As a reaction SMILES: [C:1]([CH2:9][C:10]([CH3:12])=O)(=O)[C:2]1[CH:7]=[CH:6][CH:5]=[CH:4][CH:3]=1.CO[CH:15](OC)[N:16](C)[CH3:17]>>[CH3:15][N:16]([CH3:17])[C:9]([CH:10]=[CH2:12])=[CH:1][C:2]1[CH:7]=[CH:6][CH:5]=[CH:4][CH:3]=1. Procedure: A mixture of 1-benzoylacetone (24.00 g, 0.15 mole) and dimethylformamide dimethylacetal were stirred overnight at room temperature under argon. The resulting reddish-colored mixture was concentrated on the rotary evaporator, then dissolved in THF (tetrahydrofuran). The resulting solution was stirred and heated to boiling and slowly diluted with hexane. At the point of turbidity heating was discontinued. An orange gum precipitated and rapidly solidified. The mixture was chilled in an ice bath and... Starting materials: ClC=1N=CC2=C(N1)N(C(=C2C(=O)NCC=2C(=NC(=CC2C)C)O)C)[C@H](C)C2=CC=CC=C2 ((R)-2-chloro-N-((2-hydroxy-4,6-dimethylpyridin-3-yl)methyl)-6-methyl-7-(1-phenylethyl)-7H-pyrrolo[2,3-d]pyrimidine-5-carboxamide). The solvent is N1CCCC1 (pyrrolidine). Product: OC1=NC(=CC(=C1CNC(=O)C1=C(N(C=2N=C(N=CC21)N2CCCC2)[C@H](C)C2=CC=CC=C2)C)C)C ((R)-N-((2-hydroxy-4,6-dimethylpyridin-3-yl)methyl)-6-methyl-7-(1-phenylethyl)-2-(pyrrolidin-1-yl)-7H-pyrrolo[2,3-d]pyrimidine-5-carboxamide). Yield: 123.8%. Reaction SMILES: Cl[C:2]1[N:3]=[CH:4][C:5]2[C:10]([C:11]([NH:13][CH2:14][C:15]3[C:16]([OH:23])=[N:17][C:18]([CH3:22])=[CH:19][C:20]=3[CH3:21])=[O:12])=[C:9]([CH3:24])[N:8]([C@@H:25]([C:27]3[CH:32]=[CH:31][CH:30]=[CH:29][CH:28]=3)[CH3:26])[C:6]=2[N:7]=1>N1CCCC1>[OH:23][C:16]1[C:15]([CH2:14][NH:13][C:11]([C:10]2[C:5]3[CH:4]=[N:3][C:2]([N:8]4[CH2:9][CH2:10][CH2:5][CH2:6]4)=[N:7][C:6]=3[N:8]([C@@H:25]([C:27]3[CH:32]=[CH:31][CH:30]=[CH:29][CH:28]=3)[CH3:26])[C:9]=2[CH3:24])=[O:12])=[C:20]([CH3:21])[CH:19]=[C:18]([CH3:22])[N:17]=1. Reported procedure: A solution of (R)-2-chloro-N-((2-hydroxy-4,6-dimethylpyridin-3-yl)methyl)-6-methyl-7-(1-phenylethyl)-7H-pyrrolo[2,3-d]pyrimidine-5-carboxamide (70 mg, 0.15 mmol) in pyrrolidine (1.0 mL) was stirred at 150° C. for 30 minutes under microwave (pressure: 12.2 bar, equipment power: 150 W). The mixture was concentrated in vacuo and purified by column chromatography (silica gel, dichloromethane/methanol=10:1) to afford (R)-N-((2-hydroxy-4,6-dimethylpyridin-3-yl)methyl)-6-methyl-7-(1-phenylethyl)-2-(pyr... Reactants: ClC1=CC=C(C=C1)B(O)O (4-chlorophenylboronic acid), BrC1=CC(=CC=C1)Br (1,3-dibromobenzene), C([O-])([O-])=O.[Na+].[Na+] (sodium carbonate). The reagents and catalysts are C=1C=CC(=CC1)[P](C=2C=CC=CC2)(C=3C=CC=CC3)[Pd]([P](C=4C=CC=CC4)(C=5C=CC=CC5)C=6C=CC=CC6)([P](C=7C=CC=CC7)(C=8C=CC=CC8)C=9C=CC=CC9)[P](C=1C=CC=CC1)(C=1C=CC=CC1)C=1C=CC=CC1 (tetrakis(triphenylphosphine)palladium(0)). Solvent: C1(=CC=CC=C1)C (toluene). Yields the product ClC1=CC=C(C=C1)C=1C=C(C=CC1)Br (3-(4-chlorophenyl)phenyl bromide). Reaction SMILES: [Cl:1][C:2]1[CH:7]=[CH:6][C:5](B(O)O)=[CH:4][CH:3]=1.[Br:11][C:12]1[CH:17]=[CH:16][CH:15]=[C:14](Br)[CH:13]=1.C(=O)([O-])[O-].[Na+].[Na+]>C1C=CC([P]([Pd]([P](C2C=CC=CC=2)(C2C=CC=CC=2)C2C=CC=CC=2)([P](C2C=CC=CC=2)(C2C=CC=CC=2)C2C=CC=CC=2)[P](C2C=CC=CC=2)(C2C=CC=CC=2)C2C=CC=CC=2)(C2C=CC=CC=2)C2C=CC=CC=2)=CC=1.C1(C)C=CC=CC=1>[Cl:1][C:2]1[CH:7]=[CH:6][C:5]([C:14]2[CH:13]=[C:12]([Br:11])[CH:17]=[CH:16][CH:15]=2)=[CH:4][CH:3]=1 |f:2.3.4,^1:28,30,49,68|. Procedure details: This compound is prepared in a manner analogous to that of Step D of Example 4, using 6.9 grams (0.044 mole) of 4-chlorophenylboronic acid (commercially available), 25.0 grams (0.100 mole) of 1,3-dibromobenzene, 0.2 gram (catalyst) of tetrakis(triphenylphosphine)palladium(0), 75 mL of aqueous 2M sodium carbonate, and 75 mL of toluene, yielding 3-(4-chlorophenyl)phenyl bromide. Starting materials: FC1=CC=C(C=C1)C(N1CCNCC1)C1=CC=C(C=C1)F (1-[Bis(4-fluorophenyl)methyl]piperazine), C1(CC1)NS(=O)(=O)CCCCCCCl (N-cyclopropyl-6-chlorohexanesulfonamide). Solvent: C(C)N(C(C)C)C(C)C (N-ethyldiisopropylamine). The product is C1(CC1)NS(=O)(=O)CCCCCCN1CCN(CC1)C(C1=CC=C(C=C1)F)C1=CC=C(C=C1)F (N-cyclopropyl-6-[4-[bis(4-fluorophenyl)methyl]1-piperazinyl]hexanesulfonamide). The yield is 94.7%. RXN SMILES: [F:1][C:2]1[CH:7]=[CH:6][C:5]([CH:8]([C:15]2[CH:20]=[CH:19][C:18]([F:21])=[CH:17][CH:16]=2)[N:9]2[CH2:14][CH2:13][NH:12][CH2:11][CH2:10]2)=[CH:4][CH:3]=1.[CH:22]1([NH:25][S:26]([CH2:29][CH2:30][CH2:31][CH2:32][CH2:33][CH2:34]Cl)(=[O:28])=[O:27])[CH2:24][CH2:23]1>C(N(C(C)C)C(C)C)C>[CH:22]1([NH:25][S:26]([CH2:29][CH2:30][CH2:31][CH2:32][CH2:33][CH2:34][N:12]2[CH2:11][CH2:10][N:9]([CH:8]([C:5]3[CH:4]=[CH:3][C:2]([F:1])=[CH:7][CH:6]=3)[C:15]3[CH:20]=[CH:19][C:18]([F:21])=[CH:17][CH:16]=3)[CH2:14][CH2:13]2)(=[O:28])=[O:27])[CH2:24][CH2:23]1. Procedure details: 1-[Bis(4-fluorophenyl)methyl]piperazine (8.92 g, 30.0 mmol) and N-cyclopropyl-6-chlorohexanesulfonamide (7.91 g, 33.0 mmol) were refluxed in N-ethyldiisopropylamine (20 ml) for 8 hours. The reaction mixture was concentrated in vacuo, and water was added thereto. The mixture was extracted with chloroform. The chloroform layer was washed with water, and dried over anhydrous magnesium sulfate. Subsequently, the solvent was removed by evaporation in vacuo. The resulting crude product was purified by...